This data is from the Open Reaction Database (ORD), a public repository of structured organic reaction records. The task is: describe an organic reaction: reactants, conditions, products, and yield Starting materials: O=[N+]([O-])c1cccc(S(=O)(=O)Cl)c1, Nc1cnccn1, [Na+], [OH-], c1ccncc1. The product is O=[N+]([O-])c1cccc(S(=O)(=O)Nc2cnccn2)c1. Reaction SMILES: [N+:8](=[O:9])([O-:10])[c:11]1[cH:12][c:13]([S:17](=[O:18])(=[O:19])[Cl:20])[cH:14][cH:15][cH:16]1.[NH2:1][c:2]1[n:3][cH:4][cH:5][n:6][cH:7]1.[Na+:22].[OH-:21].[cH:23]1[cH:24][cH:25][n:26][cH:27][cH:28]1>>[NH:1]([c:2]1[n:3][cH:4][cH:5][n:6][cH:7]1)[S:17]([c:13]1[cH:12][c:11]([N+:8](=[O:9])[O-:10])[cH:16][cH:15][cH:14]1)(=[O:18])=[O:19]. Reactants: CC(C)(C)c1cc(Br)c(O)c(C(C)(C)C)c1, COCCl, CCN(C(C)C)C(C)C, ClCCl. Product: COCOc1c(Br)cc(C(C)(C)C)cc1C(C)(C)C. As a reaction SMILES: [Br:1][c:2]1[c:3]([OH:16])[c:4]([C:12]([CH3:13])([CH3:14])[CH3:15])[cH:5][c:6]([C:8]([CH3:9])([CH3:10])[CH3:11])[cH:7]1.[CH3:26][O:27][CH2:28][Cl:29].[CH:17]([N:18]([CH:19]([CH3:20])[CH3:21])[CH2:22][CH3:23])([CH3:24])[CH3:25].[Cl:30][CH2:31][Cl:32]>>[Br:1][c:2]1[c:3]([O:16][CH2:28][O:27][CH3:26])[c:4]([C:12]([CH3:13])([CH3:14])[CH3:15])[cH:5][c:6]([C:8]([CH3:9])([CH3:10])[CH3:11])[cH:7]1.